From a dataset of the Open Reaction Database (ORD), a public repository of structured organic reaction records. describe an organic reaction: reactants, conditions, products, and yield The reactants are C(C=C)(=O)OCC (ethyl acrylate), C(C)(=O)C(C(C)=O)CCC(C)=O (3-acetyl-2,6-heptandione), C(C)(=O)O (acetic acid). Reagents/catalysts: N12CCCCCC2=NCCC1 (1,8-diazabicyclo-[5.4.0]-undec-7-ene). Run in C(C)OCC (diethyl ether). Conditions: time 16 hour. Yields the product C(C)OC(CCC(CCC(C)=O)(C(C)=O)C(C)=O)=O (4,4-diacetyl-7-oxo-octanoic-ethyl ester). Isolated yield 57.4%. As a reaction SMILES: [C:1]([CH:4]([CH2:8][CH2:9][C:10](=[O:12])[CH3:11])[C:5](=[O:7])[CH3:6])(=[O:3])[CH3:2].[C:13]([O:17][CH2:18][CH3:19])(=[O:16])[CH:14]=[CH2:15].C(O)(=O)C>N12CCCN=C1CCCCC2.C(OCC)C>[CH2:18]([O:17][C:13](=[O:16])[CH2:14][CH2:15][C:4]([C:5](=[O:7])[CH3:6])([C:1](=[O:3])[CH3:2])[CH2:8][CH2:9][C:10](=[O:12])[CH3:11])[CH3:19]. Procedure: 10.2 g of 3-acetyl-2,6-heptandione and 5 drops of 1,8-diazabicyclo-[5.4.0]-undec-7-ene were mixed, and 9 g of ethyl acrylate was added dropwise over 15 minutes. After stirring for 16 hours, the base was neutralized with acetic acid, 30 ml of diethyl ether was added, and the solution was extracted with sodium carbonate solution and water. Fractional distillation of the dry organic layer yielded 9.3 g of 4,4-diacetyl-7-oxo-octanoic-ethyl ester (boiling point: 136° C./0.02 mbar; purity: 81%; colorl... The reactants are COc1cccc(-c2ncc(C(=O)O)cn2)c1, CC1=NNC(=O)N(N)C1, CN(C)C=O, O. Product: COc1cccc(-c2ncc(C(=O)NN3CC(C)=NNC3=O)cn2)c1. As a reaction SMILES: [CH3:1][O:2][c:3]1[cH:4][c:5](-[c:9]2[n:10][cH:11][c:12]([C:15](=[O:16])[OH:17])[cH:13][n:14]2)[cH:6][cH:7][cH:8]1.[NH2:18][N:19]1[C:20](=[O:26])[NH:21][N:22]=[C:23]([CH3:25])[CH2:24]1.[O:27]=[CH:28][N:29]([CH3:30])[CH3:31].[OH2:32]>>[CH3:1][O:2][c:3]1[cH:4][c:5](-[c:9]2[n:10][cH:11][c:12]([C:15](=[O:17])[NH:18][N:19]3[C:20](=[O:26])[NH:21][N:22]=[C:23]([CH3:25])[CH2:24]3)[cH:13][n:14]2)[cH:6][cH:7][cH:8]1. Starting materials: COC([C@H](CC1=CC=C(C=C1)C1=CC=C(C=C1)C#N)NC(=O)[C@H]1NCC=2C=C3C(=CC2C1)OC[C@H](O3)C3=CC=C(C=C3)OCC3=CC(=C(C=C3)Cl)Cl)=O ((S)-3-(4′-Cyano-biphenyl-4-yl)-2-({(3R,8S)-3-[4-(3,4-dichloro-benzyloxy)-phenyl]-2,3,6,7,8,9-hexahydro-[1,4]dioxino[2,3-g]isoquinoline-8-carbonyl}-amino)-propionic acid methyl ester), C(C)(=O)NC=1SC(=C(N1)C)S(=O)(=O)Cl (2-acetylamino-4-methyl thiazole-5-sulfonyl chloride). Yields the product COC([C@H](CC1=CC=C(C=C1)C1=CC=C(C=C1)C#N)NC(=O)[C@H]1N(CC=2C=C3C(=CC2C1)OC[C@H](O3)C3=CC=C(C=C3)OCC3=CC(=C(C=C3)Cl)Cl)S(=O)(=O)C3=C(N=C(S3)NC(C)=O)C)=O ((S)-2-({(3R,8S)-7-(2-acetylamino-4-methyl-thiazole-5-sulfonyl)-3-[4-(3,4-dichloro-benzyloxy)-phenyl]-2,3,6,7,8,9-hexahydro-[1,4]dioxino[2,3-g]isoquinoline-8-carbonyl}-amino)-3-(4′-cyano-biphenyl-4-yl)-propionic acid methyl ester). Yield: 13.2%. Reaction SMILES: [CH3:1][O:2][C:3](=[O:53])[C@@H:4]([NH:20][C:21]([C@@H:23]1[CH2:32][C:31]2[CH:30]=[C:29]3[O:33][CH2:34][C@@H:35]([C:37]4[CH:42]=[CH:41][C:40]([O:43][CH2:44][C:45]5[CH:50]=[CH:49][C:48]([Cl:51])=[C:47]([Cl:52])[CH:46]=5)=[CH:39][CH:38]=4)[O:36][C:28]3=[CH:27][C:26]=2[CH2:25][NH:24]1)=[O:22])[CH2:5][C:6]1[CH:11]=[CH:10][C:9]([C:12]2[CH:17]=[CH:16][C:15]([C:18]#[N:19])=[CH:14][CH:13]=2)=[CH:8][CH:7]=1.[C:54]([NH:57][C:58]1[S:59][C:60]([S:64](Cl)(=[O:66])=[O:65])=[C:61]([CH3:63])[N:62]=1)(=[O:56])[CH3:55]>>[CH3:1][O:2][C:3](=[O:53])[C@@H:4]([NH:20][C:21]([C@@H:23]1[CH2:32][C:31]2[CH:30]=[C:29]3[O:33][CH2:34][C@@H:35]([C:37]4[CH:42]=[CH:41][C:40]([O:43][CH2:44][C:45]5[CH:50]=[CH:49][C:48]([Cl:51])=[C:47]([Cl:52])[CH:46]=5)=[CH:39][CH:38]=4)[O:36][C:28]3=[CH:27][C:26]=2[CH2:25][N:24]1[S:64]([C:60]1[S:59][C:58]([NH:57][C:54](=[O:56])[CH3:55])=[N:62][C:61]=1[CH3:63])(=[O:65])=[O:66])=[O:22])[CH2:5][C:6]1[CH:11]=[CH:10][C:9]([C:12]2[CH:13]=[CH:14][C:15]([C:18]#[N:19])=[CH:16][CH:17]=2)=[CH:8][CH:7]=1. Reported procedure: (S)-3-(4′-Cyano-biphenyl-4-yl)-2-({(3R,8S)-3-[4-(3,4-dichloro-benzyloxy)-phenyl]-2,3,6,7,8,9-hexahydro-[1,4]dioxino[2,3-g]isoquinoline-8-carbonyl}-amino)-propionic acid methyl ester (94 mg) was reacted with 2-acetylamino-4-methyl thiazole-5-sulfonyl chloride (64 mg) according to General Procedure E to obtain (S)-2-({(3R,8S)-7-(2-acetylamino-4-methyl-thiazole-5-sulfonyl)-3-[4-(3,4-dichloro-benzyloxy)-phenyl]-2,3,6,7,8,9-hexahydro-[1,4]dioxino[2,3-g]isoquinoline-8-carbonyl}-amino)-3-(4′-cyano-biph... Starting materials: F[B-](F)(F)F, CC(C)(C)OC(=O)NC(Cc1cc(Br)c(N)c(Br)c1)C(=O)O, c1cc(N2CCNCC2)ncn1, CN(C)C(On1nnc2ccccc21)=[N+](C)C. Product: CC(C)(C)OC(=O)NC(Cc1cc(Br)c(N)c(Br)c1)C(=O)N1CCN(c2ccncn2)CC1. Reaction SMILES: [B-:35]([F:36])([F:37])([F:38])[F:39].[NH2:1][c:2]1[c:3]([Br:22])[cH:4][c:5]([CH2:6][CH:7]([NH:8][C:9](=[O:10])[O:11][C:12]([CH3:13])([CH3:14])[CH3:15])[C:16](=[O:17])[OH:18])[cH:19][c:20]1[Br:21].[n:23]1[cH:24][n:25][c:26]([N:29]2[CH2:30][CH2:31][NH:32][CH2:33][CH2:34]2)[cH:27][cH:28]1.[n:40]1([O:41][C:42]([N:43]([CH3:44])[CH3:45])=[N+:46]([CH3:47])[CH3:48])[c:49]2[cH:50][cH:51][cH:52][cH:53][c:54]2[n:55][n:56]1>>[NH2:1][c:2]1[c:3]([Br:22])[cH:4][c:5]([CH2:6][CH:7]([NH:8][C:9](=[O:10])[O:11][C:12]([CH3:13])([CH3:14])[CH3:15])[C:16](=[O:18])[N:32]2[CH2:31][CH2:30][N:29]([c:26]3[n:25][cH:24][n:23][cH:28][cH:27]3)[CH2:34][CH2:33]2)[cH:19][c:20]1[Br:21]. Starting materials: Cl.C(CCCCCCCC)C=1NNC2=C(N1)C=NC=C2 (1,2-dihydro-3-nonylpyrido[3,4-e]-as-triazine hydrochloride), C(C)(=O)OC(C)=O (acetic anhydride). Yield: 73.0%. Reaction SMILES: [ClH:1].[CH2:2]([C:11]1[NH:12][NH:13][C:14]2[CH:20]=[CH:19][N:18]=[CH:17][C:15]=2[N:16]=1)[CH2:3][CH2:4][CH2:5][CH2:6][CH2:7][CH2:8][CH2:9][CH3:10].[C:21](OC(=O)C)(=[O:23])[CH3:22]>>[ClH:1].[CH2:2]([C:11]1[NH:12][N:13]([C:21](=[O:23])[CH3:22])[C:14]2[CH:20]=[CH:19][N:18]=[CH:17][C:15]=2[N:16]=1)[CH2:3][CH2:4][CH2:5][CH2:6][CH2:7][CH2:8][CH2:9][CH3:10] |f:0.1,3.4|. The product is Cl.C(CCCCCCCC)C=1NN(C2=C(N1)C=NC=C2)C(C)=O (3-nonyl-1-acetyl-1,2-dihydropyrido[3,4-e]-as-triazine hydrochloride). Procedure: A mixture of 6 g (0.02 moles) of 1,2-dihydro-3-nonylpyrido[3,4-e]-as-triazine hydrochloride and 80 ml of acetic anhydride is maintained at 80° C. for 2 hours. The product separates upon cooling. 5 g (73%) of 3-nonyl-1-acetyl-1,2-dihydropyrido[3,4-e]-as-triazine hydrochloride are obtained; m.p.: 209°-210° C. Run at temperature 80 celsius. The reactants are COC1=CC=C2[C@@H]([C@](CSC2=C1)(C)C1=CC=C(C=C1)OC)CC=CCCCCCC(C(=O)OCC)CCCC(C(F)(F)F)(F)F (ethyl 10-[(3R,4R)-7-methoxy-3-(4-methoxyphenyl)-3-methylthiochroman-4-yl]-2-(4,4,5,5,5-pentafluoropentyl)-8-decenoate). The reagents and catalysts are [Pd] (Pd/C). The solvent is O1CCCC1 (tetrahydrofuran). Reaction conditions: time 23 hour. The product is COC1=CC=C2[C@@H]([C@](CSC2=C1)(C)C1=CC=C(C=C1)OC)CCCCCCCCC(C(=O)OCC)CCCC(C(F)(F)F)(F)F (ethyl 10-[(3R,4R)-7-methoxy-3-(4-methoxyphenyl)-3-methylthiochroman-4-yl]-2-(4,4,5,5,5-pentafluoropentyl)decanoate). The yield is 93.1%. Reaction SMILES: [CH3:1][O:2][C:3]1[CH:12]=[C:11]2[C:6]([C@H:7]([CH2:22][CH:23]=[CH:24][CH2:25][CH2:26][CH2:27][CH2:28][CH2:29][CH:30]([CH2:36][CH2:37][CH2:38][C:39]([F:45])([F:44])[C:40]([F:43])([F:42])[F:41])[C:31]([O:33][CH2:34][CH3:35])=[O:32])[C@@:8]([C:14]3[CH:19]=[CH:18][C:17]([O:20][CH3:21])=[CH:16][CH:15]=3)([CH3:13])[CH2:9][S:10]2)=[CH:5][CH:4]=1>O1CCCC1.[Pd]>[CH3:1][O:2][C:3]1[CH:12]=[C:11]2[C:6]([C@H:7]([CH2:22][CH2:23][CH2:24][CH2:25][CH2:26][CH2:27][CH2:28][CH2:29][CH:30]([CH2:36][CH2:37][CH2:38][C:39]([F:45])([F:44])[C:40]([F:43])([F:42])[F:41])[C:31]([O:33][CH2:34][CH3:35])=[O:32])[C@@:8]([C:14]3[CH:15]=[CH:16][C:17]([O:20][CH3:21])=[CH:18][CH:19]=3)([CH3:13])[CH2:9][S:10]2)=[CH:5][CH:4]=1. Reported procedure: 10% Pd/C (1.04 g) was added to a solution of the ethyl 10-[(3R,4R)-7-methoxy-3-(4-methoxyphenyl)-3-methylthiochroman-4-yl]-2-(4,4,5,5,5-pentafluoropentyl)-8-decenoate (3.46 g, 5.268 mmol) in tetrahydrofuran (60 ml) followed by stirring for 23 hours at room temperature under a hydrogen stream. After the reaction mixture was filtered, the solvent was distilled off and the resulting residue was purified by silica gel column chromatography (eluent: ethyl acetate/hexane=1/10) to give ethyl 10-[(3R,4R... Starting materials: C(C)(C)(C)OC([C@H]1N(C[C@@H](C1)CN(C(=NC(=O)OC(C)(C)C)N)C(=O)OC(C)(C)C)C(=O)OC(C)(C)C)=O.Cl.Cl.N(C(=N)N)C[C@@H]1C[C@H](NC1)C(=O)O ((4R)-4-(Guanidinomethyl)-L-Proline Dihydrochloride (4R)-1-(tert-Butyloxycarbonyl)-4-[N,N'-bis(tert-butyloxy-carbonyl)guanidino-methyl]-L-proline tert-butyl ester), Cl (HCl). Run in O1CCOCC1 (dioxane). The product is C(C)(C)(C)OC([C@H]1N(C[C@@H](C1)C#N)C(=O)OC(C)(C)C)=O ((4R)-1-(tert-Butyloxycarbonyl)-4-cyano-L-Proline tert-Butyl Ester). RXN SMILES: [C:1]([O:5][C:6](=[O:38])[C@@H:7]1[CH2:11][C@@H:10]([CH2:12][N:13](C(OC(C)(C)C)=O)C(N)=NC(OC(C)(C)C)=O)[CH2:9][N:8]1[C:31]([O:33][C:34]([CH3:37])([CH3:36])[CH3:35])=[O:32])([CH3:4])([CH3:3])[CH3:2].Cl.Cl.N(C[C@H]1CN[C@H](C(O)=O)C1)C(N)=N.Cl>O1CCOCC1>[C:1]([O:5][C:6](=[O:38])[C@@H:7]1[CH2:11][C@@H:10]([C:12]#[N:13])[CH2:9][N:8]1[C:31]([O:33][C:34]([CH3:37])([CH3:36])[CH3:35])=[O:32])([CH3:4])([CH3:3])[CH3:2] |f:0.1.2.3|. Procedure details: (4R)-4-(Guanidinomethyl)-L-Proline Dihydrochloride (4R)-1-(tert-Butyloxycarbonyl)-4-[N,N'-bis(tert-butyloxy-carbonyl)guanidino-methyl]-L-proline tert-butyl ester (98 mg, 0.181 mmol) was treated with 4N HCl in dioxane (1.5 mL) for 48 hours at room temperature. The reaction mixture was evaporated under diminished pressure, coevaporated several times with diethyl ether and several times with methanol. The product was dried under high vacuum; yield 44 mg (94%). Mass spectrum: m/z 187 (M+1); 400 MHz ... Starting materials: [BH4-], CC1(C)Oc2ccc(C=O)cc2O1, Fc1ccc(CCNCc2ccc(C3CC3)cc2)cc1C(F)(F)F, NCCc1ccc(Cl)c(Cl)c1, [Na+]. Yields the product CC1(C)Oc2ccc(CNCCc3ccc(Cl)c(Cl)c3)cc2O1. Reaction SMILES: [BH4-:49].[CH3:25][C:26]1([CH3:37])[O:27][c:28]2[c:29]([cH:31][cH:32][c:33]([CH:35]=[O:36])[cH:34]2)[O:30]1.[CH:1]1([c:2]2[cH:3][cH:4][c:5]([CH2:6][NH:7][CH2:8][CH2:9][c:10]3[cH:11][cH:12][c:13]([F:14])[c:15]([C:16]([F:17])([F:18])[F:19])[cH:20]3)[cH:21][cH:22]2)[CH2:23][CH2:24]1.[Cl:38][c:39]1[cH:40][c:41]([CH2:46][CH2:47][NH2:48])[cH:42][cH:43][c:44]1[Cl:45].[Na+:50]>>[CH3:25][C:26]1([CH3:37])[O:27][c:28]2[c:29]([cH:31][cH:32][c:33]([CH2:35][NH:48][CH2:47][CH2:46][c:41]3[cH:40][c:39]([Cl:38])[c:44]([Cl:45])[cH:43][cH:42]3)[cH:34]2)[O:30]1. Reactants: CC(C)(C)OC(=O)NS(=O)(=O)Cl, Cl, Cc1ccc(-c2noc(C3CNC3)n2)cc1NC(=O)c1cnc2ccccn12, c1ccncc1. Product: Cc1ccc(-c2noc(C3CN(S(=O)(=O)NC(=O)OC(C)(C)C)C3)n2)cc1NC(=O)c1cnc2ccccn12. RXN SMILES: [Cl:30][S:31](=[O:32])(=[O:33])[NH:34][C:35]([O:36][C:37]([CH3:38])([CH3:39])[CH3:40])=[O:41].[ClH:1].[NH:2]1[CH2:3][CH:4]([c:6]2[n:7][c:8](-[c:11]3[cH:12][cH:13][c:14]([CH3:29])[c:15]([NH:17][C:18](=[O:19])[c:20]4[cH:21][n:22][c:23]5[n:24]4[cH:25][cH:26][cH:27][cH:28]5)[cH:16]3)[n:9][o:10]2)[CH2:5]1.[cH:42]1[cH:43][cH:44][n:45][cH:46][cH:47]1>>[N:2]1([S:31](=[O:32])(=[O:33])[NH:34][C:35]([O:36][C:37]([CH3:38])([CH3:39])[CH3:40])=[O:41])[CH2:3][CH:4]([c:6]2[n:7][c:8](-[c:11]3[cH:12][cH:13][c:14]([CH3:29])[c:15]([NH:17][C:18](=[O:19])[c:20]4[cH:21][n:22][c:23]5[n:24]4[cH:25][cH:26][cH:27][cH:28]5)[cH:16]3)[n:9][o:10]2)[CH2:5]1. Reactants: C(CCC)C=1NC(=C(N1)N1C=CC=C1)C(=O)OCC (Ethyl 2-Butyl-4-(1H-pyrrol-1-yl)imidazole-5-carboxylate), C1(=CC=CC=C1)C(N1N=NN=C1C1=C(C=CC=C1)C1=CC=C(C=C1)CBr)(C1=CC=CC=C1)C1=CC=CC=C1 (N-Triphenylmethyl-5-(4'-(bromomethyl)biphenyl-2-yl]tetrazole). Yields the product C(CCC)C=1N(C(=C(N1)N1C=CC=C1)C(=O)OCC)CC1=CC=C(C=C1)C1=C(C=CC=C1)C1=NN=NN1 (Ethyl 2-butyl-4-(1H-pyrrol-1-yl)-1-[(2'-(1H-tetrazol-5-yl)biphen-4-yl)methyl]-1H-imidazole-5-carboxylate). As a reaction SMILES: [CH2:1]([C:5]1[NH:6][C:7]([C:15]([O:17][CH2:18][CH3:19])=[O:16])=[C:8]([N:10]2[CH:14]=[CH:13][CH:12]=[CH:11]2)[N:9]=1)[CH2:2][CH2:3][CH3:4].C1(C(C2C=CC=CC=2)(C2C=CC=CC=2)[N:27]2[C:31]([C:32]3[CH:37]=[CH:36][CH:35]=[CH:34][C:33]=3[C:38]3[CH:43]=[CH:42][C:41]([CH2:44]Br)=[CH:40][CH:39]=3)=[N:30][N:29]=[N:28]2)C=CC=CC=1>>[CH2:1]([C:5]1[N:6]([CH2:44][C:41]2[CH:42]=[CH:43][C:38]([C:33]3[CH:34]=[CH:35][CH:36]=[CH:37][C:32]=3[C:31]3[NH:27][N:28]=[N:29][N:30]=3)=[CH:39][CH:40]=2)[C:7]([C:15]([O:17][CH2:18][CH3:19])=[O:16])=[C:8]([N:10]2[CH:14]=[CH:13][CH:12]=[CH:11]2)[N:9]=1)[CH2:2][CH2:3][CH3:4]. Procedure: Using the method described in Example 15, ethyl 2-butyl-4-(1H-pyrrol-1-yl)imidazole-5-carboxylate (Example 21) and N-triphenylmethyl-5-[4'-(bromomethyl)biphenyl-2-yl]tetrazole (Example 12) are reacted and deprotected to give the title compound.